Dataset: the Open Reaction Database (ORD), a public repository of structured organic reaction records. Task: describe an organic reaction: reactants, conditions, products, and yield The reactants are OC=C1C(NC2=CC(=CC=C12)C(=O)C1=CC=C(C=C1)NC(=O)C=1SC(=CC1)C(C)=O)=O (5-Acetyl-thiophene-2-carboxylic acid [4-(3-hydroxymethylene-2-oxo-2,3-dihydro-1H-indole-6-carbonyl)-phenyl]-amide), NC=1C=CC(=C(C1)O)OC (5-amino-2-methoxyphenol). The solvent is C1CCOC1 (THF). Reaction conditions: temperature 65 celsius, time 24 hour. The product is OC=1C=C(C=CC1OC)NC=C1C(NC2=CC(=CC=C12)C(=O)C1=CC=C(C=C1)NC(=O)C=1SC(=CC1)C(C)=O)=O (5-Acetyl-thiophene-2-carboxylic acid (4-{3-[(3-hydroxy-4-methoxy-phenylamino)-methylene]-2-oxo-2,3-dihydro-1H-indole-6-carbonyl}-phenyl)-amide). Yield: 74.0%. Reaction SMILES: O[CH:2]=[C:3]1[C:11]2[C:6](=[CH:7][C:8]([C:12]([C:14]3[CH:19]=[CH:18][C:17]([NH:20][C:21]([C:23]4[S:24][C:25]([C:28](=[O:30])[CH3:29])=[CH:26][CH:27]=4)=[O:22])=[CH:16][CH:15]=3)=[O:13])=[CH:9][CH:10]=2)[NH:5][C:4]1=[O:31].[NH2:32][C:33]1[CH:34]=[CH:35][C:36]([O:40][CH3:41])=[C:37]([OH:39])[CH:38]=1>C1COCC1>[OH:39][C:37]1[CH:38]=[C:33]([NH:32][CH:2]=[C:3]2[C:11]3[C:6](=[CH:7][C:8]([C:12]([C:14]4[CH:15]=[CH:16][C:17]([NH:20][C:21]([C:23]5[S:24][C:25]([C:28](=[O:30])[CH3:29])=[CH:26][CH:27]=5)=[O:22])=[CH:18][CH:19]=4)=[O:13])=[CH:9][CH:10]=3)[NH:5][C:4]2=[O:31])[CH:34]=[CH:35][C:36]=1[O:40][CH3:41]. Reported procedure: A small screw cap test tube was charged with 5-Acetyl-thiophene-2-carboxylic acid [4-(3-hydroxymethylene-2-oxo-2,3-dihydro-1H-indole-6-carbonyl)-phenyl]-amide (as prepared in Example 34, 40 mg, 0.093 mmol) and THF (2 mL). To the resulting solution was added 5-amino-2-methoxyphenol (16 mg, 0.115 mmol), and the mixture was stirred for 24 h at 65° C. Subsequently, the reaction mixture was cooled to room temperature and concentrated in vacuo. The solid residue was recrystallized with ˜5 mL of i-prOH... The reactants are [OH-].[Na+] (NaOH), CC1=C(O)C=C(C(=C1C)O)C (2,3,5-Trimethylhydroquinone), Na2S2O3.5H2O, CCO (EtOH), [NH4+].[OH-] (NH4OH), [OH-].[Na+] (NaOH), COS(=O)(=O)OC (Me2SO4), COS(=O)(=O)OC (Me2SO4). Solvent: O (H2O), C(C)(=O)OC(C)C (isopropyl acetate). Conditions: temperature 40 celsius, time 2 hour. The product is COC1=C(C(=C(C(=C1)C)OC)C)C (1,4-dimethoxy-2,3,5-trimethylbenzene). As a reaction SMILES: [CH3:1][C:2]1[C:8]([CH3:9])=[C:7](O)[C:6]([CH3:11])=[CH:5][C:3]=1[OH:4].COS([O:17][CH3:18])(=O)=O.[OH-].[Na+].[NH4+].[OH-].[CH3:23]CO>O.C(OC(C)C)(=O)C>[CH3:23][O:4][C:3]1[CH:5]=[C:6]([CH3:11])[C:7]([O:17][CH3:18])=[C:8]([CH3:9])[C:2]=1[CH3:1] |f:2.3,4.5|. Reported procedure: 2,3,5-Trimethylhydroquinone (50.2 g) in 400 mL EtOH was treated with a solution of 10 g Na2S2O3.5H2O in 50 mL H2O followed by Me2SO4 (68 mL, 2.2 equiv.). To this was added slowly 10 M NaOH (100 mL, 3.0 equiv.) via dropping funnel until the reaction temperature reached 60° C. (65 mL added). The remaining 35 mL NaOH solution was added slowly, dropwise over 1 h to maintain a minimum 40° C. reaction temperature. After 2.0 h, the reaction vessel had returned to ambient temperature and an additional p... Reactants: [N+](=O)(O)[O-] (nitric acid), ClC=1C(=NC=C(C1)C(F)(F)F)C1=CC=C(C=C1)F (3-chloro-2-(4-fluorophenyl)-5-trifluoromethylpyridine), ice water. Run in S(O)(O)(=O)=O (sulfuric acid). Reaction conditions: temperature 2.5 celsius, time 2 hour. The product is ClC=1C(=NC=C(C1)C(F)(F)F)C1=CC(=C(C=C1)F)[N+](=O)[O-] (3-Chloro-2-(4-fluoro-3-nitrophenyl)-5-trifluoromethylpyridine). RXN SMILES: [N+:1]([O-:4])(O)=[O:2].[Cl:5][C:6]1[C:7]([C:16]2[CH:21]=[CH:20][C:19]([F:22])=[CH:18][CH:17]=2)=[N:8][CH:9]=[C:10]([C:12]([F:15])([F:14])[F:13])[CH:11]=1>S(=O)(=O)(O)O>[Cl:5][C:6]1[C:7]([C:16]2[CH:21]=[CH:20][C:19]([F:22])=[C:18]([N+:1]([O-:4])=[O:2])[CH:17]=2)=[N:8][CH:9]=[C:10]([C:12]([F:14])([F:15])[F:13])[CH:11]=1. Procedure: 40.8 g of 100% nitric acid were added dropwise at from 0 to 5° C. to a solution of 118.9 g of 3-chloro-2-(4-fluorophenyl)-5-trifluoromethylpyridine in 563 ml of 96% sulfuric acid, and the mixture was then stirred at from 0 to 5° C. for 11/2 hours. For work-up, the reaction mixture was poured into 2 l of ice water, and the product was then extracted with ethyl acetate (3×300 ml). The combined organic phases were washed twice with 100 ml of water in each case, dried over sodium sulfate and then ev... Reactants: C1CCOC1, COB1OC(C)(C)C(C)(C)O1, CC(C)[Mg+], [Cl-], Cc1c(I)cnn1C1CCC(O)CC1. Yields the product Cc1c(B2OC(C)(C)C(C)(C)O2)cnn1C1CCC(O)CC1. RXN SMILES: [CH2:15]1[O:16][CH2:17][CH2:18][CH2:19]1.[CH3:25][O:26][B:27]1[O:28][C:29]([CH3:34])([CH3:35])[C:30]([CH3:32])([CH3:33])[O:31]1.[CH:21]([Mg+:22])([CH3:23])[CH3:24].[Cl-:20].[I:1][c:2]1[cH:3][n:4][n:5]([CH:8]2[CH2:9][CH2:10][CH:11]([OH:14])[CH2:12][CH2:13]2)[c:6]1[CH3:7]>>[c:2]1([B:27]2[O:28][C:29]([CH3:34])([CH3:35])[C:30]([CH3:32])([CH3:33])[O:31]2)[cH:3][n:4][n:5]([CH:8]2[CH2:9][CH2:10][CH:11]([OH:14])[CH2:12][CH2:13]2)[c:6]1[CH3:7]. The reactants are ON=C(CC1=CC=CC2=C(C=CC=C12)Cl)N (N'-hydroxy-2-(5-chloronaphthalenyl)ethanimidamide), N1=CC=CC=C1 (pyridine), C(Cl)Cl (CH2Cl2), O (H2O), S(=O)(Cl)Cl (thionyl chloride). Conditions: temperature 0 celsius. The product is ClC1=C2C=CC(=CC2=CC=C1)CC=1NS(ON1)=O (4-[(5-Chloro-2-naphthalenyl)methyl]-3H-1,2,3,5-oxathiadiazole 2-Oxide). Isolated yield 16.0%. RXN SMILES: [OH:1][N:2]=[C:3]([NH2:16])[CH2:4][C:5]1[C:14]2[C:9](=[C:10](Cl)[CH:11]=[CH:12]C=2)[CH:8]=[CH:7][CH:6]=1.N1C=CC=CC=1.[S:23](Cl)(Cl)=[O:24].O.[CH2:28]([Cl:30])Cl>>[Cl:30][C:28]1[CH:12]=[CH:11][CH:10]=[C:9]2[C:8]=1[CH:7]=[CH:6][C:5]([CH2:4][C:3]1[NH:16][S:23](=[O:24])[O:1][N:2]=1)=[CH:14]2. Procedure details: To a cooled (0° C.), stirred suspension of N'-hydroxy-2-(5-chloronaphthalenyl)ethanimidamide (470 mg, 2.00 mmol) in CH2Cl2 (3 mL) and pyridine (325 μL, 4.00 mmol) was added thionyl chloride (160 μL, 2.20 mmol) over 2 minutes. The resulting solution was stirred for 25 minutes. H2O (10 mL) was added and the mixture was extracted with CH2Cl2 (2×25 mL). The combined extracts were dried (MgSO4) and concentrated. Purification by flash chromatography (eluant EtOAc/hexane (20:80)) and recrystallization ... Reactants: [Br-], CS(C)=O, [H-], O=[N+]([O-])c1ccc(C[P+](c2ccccc2)(c2ccccc2)c2ccccc2)cc1, [Na+], O=C1CCOCC1. Product: O=[N+]([O-])c1ccc(C=C2CCOCC2)cc1. Reaction SMILES: [Br-:3].[CH3:40][S:41]([CH3:42])=[O:43].[H-:2].[N+:4](=[O:5])([O-:6])[c:7]1[cH:8][cH:9][c:10]([CH2:11][P+:12]([c:13]2[cH:14][cH:15][cH:16][cH:17][cH:18]2)([c:19]2[cH:20][cH:21][cH:22][cH:23][cH:24]2)[c:25]2[cH:26][cH:27][cH:28][cH:29][cH:30]2)[cH:31][cH:32]1.[Na+:1].[O:33]1[CH2:34][CH2:35][C:36](=[O:39])[CH2:37][CH2:38]1>>[N+:4](=[O:5])([O-:6])[c:7]1[cH:8][cH:9][c:10]([CH:11]=[C:36]2[CH2:35][CH2:34][O:33][CH2:38][CH2:37]2)[cH:31][cH:32]1. The reactants are COC([C@H](CC1=CC=C(C=C1)C1=CC=C(C=C1)C#N)NC(=O)C1N(CC=2C=C3C(=CC2C1)OC[C@@H](O3)C3=CC=C(C=C3)OCC3=CC(=C(C=C3)Cl)Cl)S(=O)(=O)C3=C(N=C(S3)NC(C)=O)C)=O ((S)-2-({(S)-7-(2-Acetylamino-4-methyl-thiazole-5-sulfonyl)-3-[4-(3,4-dichloro-benzyloxy)-phenyl]-2,3,6,7,8,9-hexahydro-[1,4]dioxino[2,3-g]isoquinoline-8-carbonyl}-amino)-3-(4′-cyano-biphenyl-4-yl)-propionic acid methyl ester), BrCC1CCC1 (bromomethyl cyclobutane), C(=O)([O-])[O-].[K+].[K+] (K2CO3). The solvent is CN(C)C=O (DMF). Yields the product COC([C@H](CC1=CC=C(C=C1)C1=CC=C(C=C1)C#N)NC(=O)C1N(CC=2C=C3C(=CC2C1)OC[C@@H](O3)C3=CC=C(C=C3)OCC3=CC(=C(C=C3)Cl)Cl)S(=O)(=O)C3=C(N=C(S3)N(CC3CCC3)C(C)=O)C)=O ((S)-2-({(S)-7-[2-(acetyl-cyclobutylmethyl-amino)-4-methyl-thiazole-5-sulfonyl]-3-[4-(3,4-dichloro-benzyloxy)-phenyl]-2,3,6,7,8,9-hexahydro-[1,4]dioxino[2,3-g]isoquinoline-8-carbonyl}-amino)-3-(4′-cyano-biphenyl-4-yl)-propionic acid methyl ester). Reaction SMILES: [CH3:1][O:2][C:3](=[O:66])[C@@H:4]([NH:20][C:21]([CH:23]1[CH2:32][C:31]2[CH:30]=[C:29]3[O:33][CH2:34][C@H:35]([C:37]4[CH:42]=[CH:41][C:40]([O:43][CH2:44][C:45]5[CH:50]=[CH:49][C:48]([Cl:51])=[C:47]([Cl:52])[CH:46]=5)=[CH:39][CH:38]=4)[O:36][C:28]3=[CH:27][C:26]=2[CH2:25][N:24]1[S:53]([C:56]1[S:60][C:59]([NH:61][C:62](=[O:64])[CH3:63])=[N:58][C:57]=1[CH3:65])(=[O:55])=[O:54])=[O:22])[CH2:5][C:6]1[CH:11]=[CH:10][C:9]([C:12]2[CH:17]=[CH:16][C:15]([C:18]#[N:19])=[CH:14][CH:13]=2)=[CH:8][CH:7]=1.Br[CH2:68][CH:69]1[CH2:72][CH2:71][CH2:70]1.C([O-])([O-])=O.[K+].[K+]>CN(C=O)C>[CH3:1][O:2][C:3](=[O:66])[C@@H:4]([NH:20][C:21]([CH:23]1[CH2:32][C:31]2[CH:30]=[C:29]3[O:33][CH2:34][C@H:35]([C:37]4[CH:38]=[CH:39][C:40]([O:43][CH2:44][C:45]5[CH:50]=[CH:49][C:48]([Cl:51])=[C:47]([Cl:52])[CH:46]=5)=[CH:41][CH:42]=4)[O:36][C:28]3=[CH:27][C:26]=2[CH2:25][N:24]1[S:53]([C:56]1[S:60][C:59]([N:61]([C:62](=[O:64])[CH3:63])[CH2:68][CH:69]2[CH2:72][CH2:71][CH2:70]2)=[N:58][C:57]=1[CH3:65])(=[O:55])=[O:54])=[O:22])[CH2:5][C:6]1[CH:7]=[CH:8][C:9]([C:12]2[CH:17]=[CH:16][C:15]([C:18]#[N:19])=[CH:14][CH:13]=2)=[CH:10][CH:11]=1 |f:2.3.4|. Procedure: (S)-2-({(S)-7-(2-Acetylamino-4-methyl-thiazole-5-sulfonyl)-3-[4-(3,4-dichloro-benzyloxy)-phenyl]-2,3,6,7,8,9-hexahydro-[1,4]dioxino[2,3-g]isoquinoline-8-carbonyl}-amino)-3-(4′-cyano-biphenyl-4-yl)-propionic acid methyl ester (30 mg) was reacted with bromomethyl cyclobutane and K2CO3 in DMF afforded (S)-2-({(S)-7-[2-(acetyl-cyclobutylmethyl-amino)-4-methyl-thiazole-5-sulfonyl]-3-[4-(3,4-dichloro-benzyloxy)-phenyl]-2,3,6,7,8,9-hexahydro-[1,4]dioxino[2,3-g]isoquinoline-8-carbonyl}-amino)-3-(4′-cyan...